This data is from the Open Reaction Database (ORD), a public repository of structured organic reaction records. The task is: describe an organic reaction: reactants, conditions, products, and yield The reactants are C[O-], CS(C)=O, Clc1ccc(-c2nc3ccccc3o2)cc1, [Na+], O. The product is COc1ccc(-c2nc3ccccc3o2)cc1. Reaction SMILES: [CH3:17][O-:18].[CH3:20][S:21](=[O:22])[CH3:23].[Cl:1][c:2]1[cH:3][cH:4][c:5](-[c:8]2[o:9][c:10]3[c:11]([n:12]2)[cH:13][cH:14][cH:15][cH:16]3)[cH:6][cH:7]1.[Na+:19].[OH2:24]>>[c:2]1([O:18][CH3:17])[cH:3][cH:4][c:5](-[c:8]2[o:9][c:10]3[c:11]([n:12]2)[cH:13][cH:14][cH:15][cH:16]3)[cH:6][cH:7]1. Starting materials: O (water), ClC1=C(OCCCOC2=CC=C(C=C2)C(COC)=O)C(=CC(=C1)OCC=C(Cl)Cl)Cl (1-(4-{3-[2,6-dichloro-4-(3,3-dichloro-allyloxy)-phenoxy]-propoxy}-phenyl)-2-methoxy-ethanone), Cl.CON (O-methylhydroxylamine hydrochloride), C(C)(=O)[O-].[Na+] (sodium acetate). The solvent is CO (methanol). Product: CON=C(COC)C1=CC=C(C=C1)OCCCOC1=C(C=C(C=C1Cl)OCC=C(Cl)Cl)Cl (1-(4-{3-[2,6-dichloro-4-(3,3-dichloro-allyloxy)-phenoxy]-propoxy}-phenyl)-2-methoxy-ethanone O-methyl-oxime). Reaction SMILES: [Cl:1][C:2]1[CH:23]=[C:22]([O:24][CH2:25][CH:26]=[C:27]([Cl:29])[Cl:28])[CH:21]=[C:20]([Cl:30])[C:3]=1[O:4][CH2:5][CH2:6][CH2:7][O:8][C:9]1[CH:14]=[CH:13][C:12]([C:15](=O)[CH2:16][O:17][CH3:18])=[CH:11][CH:10]=1.Cl.[CH3:32][O:33][NH2:34].C([O-])(=O)C.[Na+].O>CO>[CH3:32][O:33][N:34]=[C:15]([C:12]1[CH:13]=[CH:14][C:9]([O:8][CH2:7][CH2:6][CH2:5][O:4][C:3]2[C:2]([Cl:1])=[CH:23][C:22]([O:24][CH2:25][CH:26]=[C:27]([Cl:29])[Cl:28])=[CH:21][C:20]=2[Cl:30])=[CH:10][CH:11]=1)[CH2:16][O:17][CH3:18] |f:1.2,3.4|. Reported procedure: 296 mg of 1-(4-{3-[2,6-dichloro-4-(3,3-dichloro-allyloxy)-phenoxy]-propoxy}-phenyl)-2-methoxy-ethanone, 56 mg of O-methylhydroxylamine hydrochloride and 55 mg of sodium acetate are stirred in 4 ml of methanol at room temperature for 24 hours. The reaction mixture is poured into water and extracted with ethyl acetate. After concentration of the organic phases and purification over silica gel, the title compound is obtained in the form of an E/Z mixture. 1H-NMR (CDCl3) 300 MHz: 2.30 (m, 2H), 3.32+... Starting materials: CCO, Cc1cc(C)c(NCC(=O)N(C)C)c([N+](=O)[O-])c1. Yields the product Cc1cc(C)c(NCC(=O)N(C)C)c(N)c1. As a reaction SMILES: [CH3:19][CH2:20][OH:21].[CH3:1][c:2]1[c:3]([NH:12][CH2:13][C:14](=[O:15])[N:16]([CH3:17])[CH3:18])[c:4]([N+:9]([O-:10])=[O:11])[cH:5][c:6]([CH3:8])[cH:7]1>>[CH3:1][c:2]1[c:3]([NH:12][CH2:13][C:14](=[O:15])[N:16]([CH3:17])[CH3:18])[c:4]([NH2:9])[cH:5][c:6]([CH3:8])[cH:7]1. Starting materials: C(Cl)(Cl)Cl.O (chloroform water), C(C=CC)Br (Crotylbromide), C([O-])([O-])=O.[K+].[K+] (potassium carbonate), C(C)(C)C=1C(NC2=C(C=CC(=C2C1)O)C)=O (3-Isopropyl-5-hydroxy-8-methyl-1,2-dihydrocarbostyril). Solvent: CN(C=O)C (dimethylformamide). Reaction conditions: temperature 70 celsius, time 2.5 hour. Product: C(C=CC)OC1=C2C=C(C(NC2=C(C=C1)C)=O)C(C)C (5-(2-Butenyloxy)-3-isopropyl-8-methylcarbostyril). Isolated yield 68.4%. Reaction SMILES: [CH:1]([C:4]1[C:5](=[O:16])[NH:6][C:7]2[C:12]([CH:13]=1)=[C:11]([OH:14])[CH:10]=[CH:9][C:8]=2[CH3:15])([CH3:3])[CH3:2].[CH2:17](Br)[CH:18]=[CH:19][CH3:20].C(=O)([O-])[O-].[K+].[K+].C(Cl)(Cl)Cl.O>CN(C)C=O>[CH2:17]([O:14][C:11]1[CH:10]=[CH:9][C:8]([CH3:15])=[C:7]2[C:12]=1[CH:13]=[C:4]([CH:1]([CH3:3])[CH3:2])[C:5](=[O:16])[NH:6]2)[CH:18]=[CH:19][CH3:20] |f:2.3.4,5.6|. Procedure details: 3-Isopropyl-5-hydroxy-8-methyl-1,2-dihydrocarbostyril (2.2 g, 10.13 mmol) was dissolved in dimethylformamide (25 ml). Crotylbromide (1.22ml, 12.11 mmol) and potassium carbonate (2.8 g, 20.26 mmol) were added to the solution, and the mixture was stirred at 70° C. for 2.5 hours. After the mixture was cooled, chloroform-water was added for phase separation. The organic phase was washed with water, and saturated aqueous sodium chloride solution in this order, and dried. The solvent was distilled off... Solvent: CO (methanol). Product: Cl.NC1=C2N=C(N=C2N(C=N1)CC1=CC(=C(C=C1)OC)OCC1=CC=CC=C1)C(C)C (6-amino-3-(3-benzyloxy-4-methoxy-benzyl)-8-isopropyl-3H-purine hydrochloride). Starting materials: N (ammonia), C(C1=CC=CC=C1)OC=1C=C(CN2C=NC(C=3NC(=NC23)C(C)C)=O)C=CC1OC (3-(3-Benzyloxy-4-methoxy-benzyl)-8-isopropyl-hypoxanthine), P(=O)(Cl)(Cl)Cl (phosphorus oxychloride), Cl (HCl), N (ammonia). Yield: 91.8%. Reaction SMILES: [CH2:1]([O:8][C:9]1[CH:10]=[C:11]([CH:26]=[CH:27][C:28]=1[O:29][CH3:30])[CH2:12][N:13]1[C:21]2[N:20]=[C:19]([CH:22]([CH3:24])[CH3:23])[NH:18][C:17]=2[C:16](=O)[N:15]=[CH:14]1)[C:2]1[CH:7]=[CH:6][CH:5]=[CH:4][CH:3]=1.P(Cl)(Cl)([Cl:33])=O.[NH3:36].Cl>CO>[ClH:33].[NH2:36][C:16]1[N:15]=[CH:14][N:13]([CH2:12][C:11]2[CH:26]=[CH:27][C:28]([O:29][CH3:30])=[C:9]([O:8][CH2:1][C:2]3[CH:3]=[CH:4][CH:5]=[CH:6][CH:7]=3)[CH:10]=2)[C:21]2[C:17]=1[N:18]=[C:19]([CH:22]([CH3:24])[CH3:23])[N:20]=2 |f:5.6|. Conditions: temperature 60 celsius. Procedure: 3-(3-Benzyloxy-4-methoxy-benzyl)-8-isopropyl-hypoxanthine (Example 6C) (4.04 g, 10 mmole) and phosphorus oxychloride (40 ml) were heated to 70° C. for 35 minutes. The reaction mixture was evaporated to dryness in vacuo and, after the addition of toluene, evaporation repeated twice. The crude chloropurine was dissolved in THF (40 ml) and added slowly with cooling to 32% aqueous ammonia (12 ml, 200 mmole) in a 450 ml pressure reactor. After the addition of liquid ammonia (50 g) at −30° C. the mixt... The reactants are O=C1OC(c2ccccc2)(c2ccccc2)CC(O)=C1Br, C1CCNCC1, Cc1ccc(C(C)C)c(S)c1, ClCCl. Product: Cc1ccc(C(C)C)c(SC2=C(O)CC(c3ccccc3)(c3ccccc3)OC2=O)c1. Reaction SMILES: [Br:1][C:2]1=[C:7]([OH:8])[CH2:6][C:5]([c:9]2[cH:10][cH:11][cH:12][cH:13][cH:14]2)([c:15]2[cH:16][cH:17][cH:18][cH:19][cH:20]2)[O:4][C:3]1=[O:21].[CH2:33]1[CH2:34][CH2:35][NH:36][CH2:37][CH2:38]1.[CH3:22][c:23]1[cH:24][cH:25][c:26]([CH:30]([CH3:31])[CH3:32])[c:27]([SH:29])[cH:28]1.[Cl:39][CH2:40][Cl:41]>>[C:2]1([S:29][c:27]2[c:26]([CH:30]([CH3:31])[CH3:32])[cH:25][cH:24][c:23]([CH3:22])[cH:28]2)=[C:7]([OH:8])[CH2:6][C:5]([c:9]2[cH:10][cH:11][cH:12][cH:13][cH:14]2)([c:15]2[cH:16][cH:17][cH:18][cH:19][cH:20]2)[O:4][C:3]1=[O:21]. Starting materials: CC#N, CCN(C(C)C)C(C)C, O=[N+]([O-])c1cc(C(F)(F)F)ccc1F, c1c[nH]cn1. Yields the product O=[N+]([O-])c1cc(C(F)(F)F)ccc1-n1ccnc1. Reaction SMILES: [CH3:29][C:30]#[N:31].[CH:15]([N:16]([CH:17]([CH3:18])[CH3:19])[CH2:20][CH3:21])([CH3:22])[CH3:23].[F:1][c:2]1[c:3]([N+:12](=[O:13])[O-:14])[cH:4][c:5]([C:8]([F:9])([F:10])[F:11])[cH:6][cH:7]1.[nH:24]1[cH:25][n:26][cH:27][cH:28]1>>[c:2]1(-[n:24]2[cH:25][n:26][cH:27][cH:28]2)[c:3]([N+:12](=[O:13])[O-:14])[cH:4][c:5]([C:8]([F:9])([F:10])[F:11])[cH:6][cH:7]1.